The task is: describe an organic reaction: reactants, conditions, products, and yield. This data is from the Open Reaction Database (ORD), a public repository of structured organic reaction records. The reactants are C([O-])([O-])=O.[Cs+].[Cs+] (cesium carbonate), FC=1C=C(C(=O)O)C=C(C1)[N+](=O)[O-] (3-fluoro-5-nitrobenzoic acid), C(C1=CC=CC=C1)Br (benzyl bromide). Run in CN(C)C=O (DMF). Run at time 30 minute. The product is FC=1C=C(C(=O)OCC2=CC=CC=C2)C=C(C1)[N+](=O)[O-] (benzyl 3-fluoro-5-nitrobenzoate). The yield is 95.1%. RXN SMILES: C(=O)([O-])[O-].[Cs+].[Cs+].[F:7][C:8]1[CH:9]=[C:10]([CH:14]=[C:15]([N+:17]([O-:19])=[O:18])[CH:16]=1)[C:11]([OH:13])=[O:12].[CH2:20](Br)[C:21]1[CH:26]=[CH:25][CH:24]=[CH:23][CH:22]=1>CN(C=O)C>[F:7][C:8]1[CH:9]=[C:10]([CH:14]=[C:15]([N+:17]([O-:19])=[O:18])[CH:16]=1)[C:11]([O:13][CH2:20][C:21]1[CH:26]=[CH:25][CH:24]=[CH:23][CH:22]=1)=[O:12] |f:0.1.2|. Reported procedure: At 10° C., cesium carbonate (5.81 g) was added to a DMF (30 mL) solution of 3-fluoro-5-nitrobenzoic acid (2.20 g), followed by stirring for 30 minutes. Then, benzyl bromide (2.07 g) was dropwise added with taking 30 minutes, and then followed by further stirring for 10 minutes. The insoluble matter was separated by filtration, followed by evaporation under reduced pressure. This was subjected to liquid-liquid separation with ether and water added thereto, and the organic layer was dried and then... Reactants: CCCCCCBr, O=C([O-])[O-], COC(=O)c1ccc[nH]1, CCOC(C)=O, CN(C)C=O, [K+], [K+]. Yields the product CCCCCCn1cccc1C(=O)OC. RXN SMILES: [Br:10][CH2:11][CH2:12][CH2:13][CH2:14][CH2:15][CH3:16].[C:17](=[O:18])([O-:19])[O-:20].[CH3:1][O:2][C:3](=[O:4])[c:5]1[nH:6][cH:7][cH:8][cH:9]1.[CH3:23][CH2:24][O:25][C:26](=[O:27])[CH3:28].[CH3:29][N:30]([CH3:31])[CH:32]=[O:33].[K+:21].[K+:22]>>[CH3:1][O:2][C:3](=[O:4])[c:5]1[n:6]([CH2:11][CH2:12][CH2:13][CH2:14][CH2:15][CH3:16])[cH:7][cH:8][cH:9]1. Starting materials: N1[C@H](C(=O)O)CCC1.C(C1=CC=CC=C1)NC([C@@H](N)[C@@H](C)CC)=O (L-proline L-isoleucine benzylamide), C(C1=CC=CC=C1)(=O)OC1=C(C=CC=C1)C(CBr)=O (2'-benzoyloxy-2-bromoacetophenone). Yields the product C(C1=CC=CC=C1)(=O)OC1=C(C=CC=C1)C(CN1[C@H](C(=O)N(C([C@@H](N)[C@@H](C)CC)=O)CC2=CC=CC=C2)CCC1)=O (L-isoleucine, N-[1-(2-(2-benzoyloxyphenyl)-2-oxoethyl)-L-prolyl] benzylamide). Isolated yield 34.3%. RXN SMILES: [NH:1]1[CH2:8][CH2:7][CH2:6][C@H:2]1[C:3]([OH:5])=O.[CH2:9]([NH:16][C:17](=[O:24])[C@H:18]([C@H:20]([CH2:22][CH3:23])[CH3:21])[NH2:19])[C:10]1[CH:15]=[CH:14][CH:13]=[CH:12][CH:11]=1.[C:25]([O:33][C:34]1[CH:39]=[CH:38][CH:37]=[CH:36][C:35]=1[C:40](=[O:43])[CH2:41]Br)(=[O:32])[C:26]1[CH:31]=[CH:30][CH:29]=[CH:28][CH:27]=1>>[C:25]([O:33][C:34]1[CH:39]=[CH:38][CH:37]=[CH:36][C:35]=1[C:40](=[O:43])[CH2:41][N:1]1[CH2:8][CH2:7][CH2:6][C@H:2]1[C:3]([N:16]([CH2:9][C:10]1[CH:15]=[CH:14][CH:13]=[CH:12][CH:11]=1)[C:17](=[O:24])[C@H:18]([C@H:20]([CH2:22][CH3:23])[CH3:21])[NH2:19])=[O:5])(=[O:32])[C:26]1[CH:27]=[CH:28][CH:29]=[CH:30][CH:31]=1 |f:0.1|. Reported procedure: Using the procedure described in Example 5, treatment of L-proline-L-isoleucine benzylamide (200 mg, 0.63 mmol) with 2'-benzoyloxy-2-bromoacetophenone (302 mg, 0.95 mmol, 1.5 eq) provided 120 mg of L-isoleucine, N-[1-(2-(2-benzoyloxyphenyl)-2-oxoethyl)-L-prolyl] benzylamide as a foam. Reactants: [Li], [NH2-], N, BrCCCOC1CCCCO1, C#Cc1ccccc1. The product is C(#Cc1ccccc1)CCCOC1CCCCO1. Reaction SMILES: [Li:9].[NH2-:10].[NH3:22].[O:11]1[CH:12]([O:17][CH2:18][CH2:19][CH2:20][Br:21])[CH2:13][CH2:14][CH2:15][CH2:16]1.[c:1]1([C:7]#[CH:8])[cH:2][cH:3][cH:4][cH:5][cH:6]1>>[c:1]1([C:7]#[C:8][CH2:20][CH2:19][CH2:18][O:17][CH:12]2[O:11][CH2:16][CH2:15][CH2:14][CH2:13]2)[cH:2][cH:3][cH:4][cH:5][cH:6]1. The reactants are Cl (hydrogen chloride), C(C=C)C1=C(C=CC=C1)O (2-allylphenol), C(CCC)OC1=CC=C(C=C1)O (4-butoxyphenol), C(C=C)C1=C(OCC2(CN3CCC2CC3)O)C=CC=C1 (3-(2-allylphenoxymethyl)-3-hydroxyquinuclidine). Solvent: CCOCC (ether), CC(=O)C (acetone). Yields the product Cl.C(C=C)C1=C(OCC2(CN3CCC2CC3)O)C=CC=C1 (3-(2-allylphenoxymethyl)-3-hydroxyquinuclidine hydrochloride). As a reaction SMILES: C(C1C=CC=CC=1O)C=C.C(OC1C=CC(O)=CC=1)CCC.[CH2:23]([C:26]1[CH:42]=[CH:41][CH:40]=[CH:39][C:27]=1[O:28][CH2:29][C:30]1([OH:38])[CH:35]2[CH2:36][CH2:37][N:32]([CH2:33][CH2:34]2)[CH2:31]1)[CH:24]=[CH2:25].[ClH:43]>CC(C)=O.CCOCC>[ClH:43].[CH2:23]([C:26]1[CH:42]=[CH:41][CH:40]=[CH:39][C:27]=1[O:28][CH2:29][C:30]1([OH:38])[CH:35]2[CH2:36][CH2:37][N:32]([CH2:33][CH2:34]2)[CH2:31]1)[CH:24]=[CH2:25] |f:6.7|. Reported procedure: The procedure described in Example 1 was repeated using 2-allylphenol (9.6 g), instead of 4-butoxyphenol, to prepare 3-(2-allylphenoxymethyl)-3-hydroxyquinuclidine which was dissolved in acetone and a solution of hydrogen chloride in ether added to afford 3-(2-allylphenoxymethyl)-3-hydroxyquinuclidine hydrochloride as a colourless solid, m.p. 102°-128° C.; microanalysis, found: C, 64.7; H, 8.0; N, 4.5% C17H23NO2.HCl.0.3H2O requires C, 64.8; H, 7.9; N, 4.4%; NMR (DMSO-d6): 1.6-1.8(1H, m), 1.7-2.0... The reactants are C(C1=CC=CC=C1)(C1=CC=CC=C1)(C1=CC=CC=C1)N1C=NC(=C1)CCO (2-(1-trityl-1H-imidazol-4-yl)ethanol), C(C)#N (acetonitrile), BrCC1=C(C=CC=C1)C1=CC=C(C=C1)F (2-bromomethyl-4′-fluorobiphenyl). Run in C(Cl)Cl (CH2Cl2), C(Cl)Cl (CH2Cl2). Run at time 8 hour. Yields the product FC1=CC=C(C=C1)C1=C(C=CC=C1)CN1C=NC=C1CCO (2-[3-(4′-fluorobiphenyl-2-ylmethyl)-3H-imidazol-4-yl]ethanol). As a reaction SMILES: C([N:20]1[CH:24]=[C:23]([CH2:25][CH2:26][OH:27])[N:22]=[CH:21]1)(C1C=CC=CC=1)(C1C=CC=CC=1)C1C=CC=CC=1.C(#N)C.Br[CH2:32][C:33]1[CH:38]=[CH:37][CH:36]=[CH:35][C:34]=1[C:39]1[CH:44]=[CH:43][C:42]([F:45])=[CH:41][CH:40]=1>C(Cl)Cl>[F:45][C:42]1[CH:43]=[CH:44][C:39]([C:34]2[CH:35]=[CH:36][CH:37]=[CH:38][C:33]=2[CH2:32][N:22]2[C:23]([CH2:25][CH2:26][OH:27])=[CH:24][N:20]=[CH:21]2)=[CH:40][CH:41]=1. Procedure details: To a suspension of 2-(1-trityl-1H-imidazol-4-yl)ethanol (0.65 g, 1.80 mmol), acetonitrile (9 mL) and CH2Cl2 (12 mL) is added a solution of 2-bromomethyl-4′-fluorobiphenyl (0.478 g, 1.80 mmol) in CH2Cl2 (2 mL). The resulting mixture is stirred at room temperature overnight. The solution is concentrated and the residue is taken up in MeOH and heated to 75° C. for 3.5 h. The solution is then concentrated and the residue is partitioned between CH2Cl2 and aqueous 5% NaHCO3. The aqueous layer is then ...